From a dataset of the Open Reaction Database (ORD), a public repository of structured organic reaction records. describe an organic reaction: reactants, conditions, products, and yield The reactants are O=C1CC2=C(N=CS2)CC1Br (6-oxo-5-bromo-4,5,6,7-tetrahydrobenzothiazole), C(C)(C)NCC(CO)O (3-isopropylamino-1,2-propanediol), O.C1(=CC=C(C=C1)S(=O)(=O)O)C (p-toluenesulfonic acid monohydrate), C1(=CC=CC=C1)C (toluene). The solvent is O (water), C(C)(=O)OCC (ethyl acetate). Reaction conditions: time 49 hour. Product: C(C)(C)NCC(COC1=CC2=C(N=CS2)C=C1)O (6-(3-isopropylamino-2-hydroxypropoxy)benzothiazole). The yield is 57.0%. As a reaction SMILES: [O:1]=[C:2]1[CH:10](Br)[CH2:9][C:5]2[N:6]=[CH:7][S:8][C:4]=2[CH2:3]1.[CH:12]([NH:15][CH2:16][CH:17]([OH:20])[CH2:18]O)([CH3:14])[CH3:13].O.C1(C)C=CC(S(O)(=O)=O)=CC=1.C1(C)C=CC=CC=1>O.C(OCC)(=O)C>[CH:12]([NH:15][CH2:16][CH:17]([OH:20])[CH2:18][O:1][C:2]1[CH:10]=[CH:9][C:5]2[N:6]=[CH:7][S:8][C:4]=2[CH:3]=1)([CH3:14])[CH3:13] |f:2.3|. Procedure: A mixture of 6-oxo-5-bromo-4,5,6,7-tetrahydrobenzothiazole (100 parts), 3-isopropylamino-1,2-propanediol (67 parts), p-toluenesulfonic acid monohydrate (99 parts) and toluene (1550 parts) is heated under reflux for 21 hours while drying the refluxing azeotropic mixture according to the method described in Example I. After cooling, the reaction mixture is adjusted to pH 9 by adding aqueous 2.5N-sodium hydroxide and formed organic layer is separated. The organic layer is washed with water, dried o... RXN SMILES: Cl.Cl[CH2:3][CH2:4][N:5]([CH2:9][CH2:10]Cl)[CH2:6][CH2:7]Cl.[CH3:12][O:13][CH2:14][CH2:15][OH:16]>>[CH2:4]([N:5]([CH2:9][CH2:10][O:16][CH2:15][CH2:14][O:13][CH3:12])[CH2:6][CH2:7][O:16][CH2:15][CH2:14][O:13][CH3:12])[CH2:3][O:16][CH2:15][CH2:14][O:13][CH3:12] |f:0.1|. Procedure details: To the mixture thus obtained, 51.6 g of tris(2-chloroethyl)amine hydrochloride (0.215 mole) are added. The mixture is then heated at the reflux temperature of the 2-methoxyethanol (125° C.) for 12 hours and then the solvent is removed by distillation under reduced pressure. The excess sodium 2-methoxyethanolate is neutralized by the addition of 11.6 cm3 aqueous HCl (10 N). The sodium chloride is filtered off and the solution is distilled. The product is C(COCCOC)N(CCOCCOC)CCOCCOC (tris(3,6-dioxaheptyl)amine). The reactants are Cl.ClCCN(CCCl)CCCl (tris(2-chloroethyl)amine hydrochloride), COCCO (2-methoxyethanol).